Dataset: the Open Reaction Database (ORD), a public repository of structured organic reaction records. Task: describe an organic reaction: reactants, conditions, products, and yield Reactants: C(C)O (ethanol), CC(=O)NC1=C(C=CC(=C1)OC1=C(C=C(C=C1)Cl)Cl)[N+](=O)[O-] (N-methylcarbonyl 2-nitro-5-(2,4-dichlorophenoxy)aniline), [OH-].[Na+] (sodium hydroxide). Solvent: Cl (hydrochloric acid). Yields the product [N+](=O)([O-])C1=C(N)C=C(C=C1)OC1=C(C=C(C=C1)Cl)Cl (2-nitro-5-(2,4-dichlorophenoxy)aniline). RXN SMILES: CC([NH:4][C:5]1[CH:10]=[C:9]([O:11][C:12]2[CH:17]=[CH:16][C:15]([Cl:18])=[CH:14][C:13]=2[Cl:19])[CH:8]=[CH:7][C:6]=1[N+:20]([O-:22])=[O:21])=O.C(O)C.[OH-].[Na+]>Cl>[N+:20]([C:6]1[CH:7]=[CH:8][C:9]([O:11][C:12]2[CH:17]=[CH:16][C:15]([Cl:18])=[CH:14][C:13]=2[Cl:19])=[CH:10][C:5]=1[NH2:4])([O-:22])=[O:21] |f:2.3|. Procedure: N-methylcarbonyl 2-nitro-5-(2,4-dichlorophenoxy)aniline (2.0 g, 5.9 mmol) in 50 ml of 10% hydrochloric acid is heated under reflux for 2 hours. The reaction is cooled to RT, 10 ml of ethanol is added, and the reaction is heated under reflux for another 4 hours. The reaction is cooled to RT, made slightly basic with 20% sodium hydroxide and extracted with ether. The combined extracts are washed with water, dried and stripped to give 2-nitro-5-(2,4-dichlorophenoxy)aniline. Reactants: Cl.CC=1C=C(CC2(CCNCC2)C(=O)N)C=CC1 (4-(3-methylbenzyl)isonipecotamide hydrochloride salt), Cl.C(#N)C1=CC=C(CN2C=NC=C2CCl)C=C1 (1-(4-cyanobenzyl)-5-chloromethylimidazole hydrochloride salt), C(C)(C)N(CC)C(C)C (diisopropylethylamine). Run in C(C)#N (acetonitrile). Yields the product C(#N)C1=CC=C(CN2C=NC=C2CN2CCC(C(=O)N)(CC2)CC2=CC(=CC=C2)C)C=C1 (1-[3-(4-Cyanobenzyl)-3H-imidazol-4-ylmethyl]-4-(3-methylbenzyl)isonipecotamide). As a reaction SMILES: Cl.[CH3:2][C:3]1[CH:4]=[C:5]([CH:16]=[CH:17][CH:18]=1)[CH2:6][C:7]1([C:13]([NH2:15])=[O:14])[CH2:12][CH2:11][NH:10][CH2:9][CH2:8]1.Cl.[C:20]([C:22]1[CH:35]=[CH:34][C:25]([CH2:26][N:27]2[C:31]([CH2:32]Cl)=[CH:30][N:29]=[CH:28]2)=[CH:24][CH:23]=1)#[N:21].C(N(C(C)C)CC)(C)C>C(#N)C>[C:20]([C:22]1[CH:23]=[CH:24][C:25]([CH2:26][N:27]2[C:31]([CH2:32][N:10]3[CH2:9][CH2:8][C:7]([CH2:6][C:5]4[CH:16]=[CH:17][CH:18]=[C:3]([CH3:2])[CH:4]=4)([C:13]([NH2:15])=[O:14])[CH2:12][CH2:11]3)=[CH:30][N:29]=[CH:28]2)=[CH:34][CH:35]=1)#[N:21] |f:0.1,2.3|. Reported procedure: A solution of 4-(3-methylbenzyl)isonipecotamide hydrochloride salt (134 mg, 0.5 mmol), 1-(4-cyanobenzyl)-5-chloromethyl-imidazole hydrochloride salt (134 mg, 0.5 mmol; Example 52, Step D), and diisopropylethylamine (440 mL, 2.5 mmol) in anhydrous acetonitrile (5 mL) was heated under reflux overnight. The resultant mixture was concentrated under vacuum. The residue was subjected to column chromatography on silica gel eluting with 2% methanol in chloroform saturated with ammonia gas. After collect... Starting materials: [H-].[Na+] (sodium hydride), C(C)(C)(C)OC(NC=1C=C(C(=CC1)C)C1=C(C=C(C=C1)C(CC)=O)C)=O (tert-butyl(6,2′-dimethyl-4′-propionylbiphenyl-3-yl)carbamate), C(C1=CC=CC=C1)(=O)OCC=1C=C(CBr)C=CC1COC(C1=CC=CC=C1)=O (3,4-bis(benzoyloxymethyl)benzyl bromide). Solvent: CN(C=O)C (dimethylformamide). Run at time 15 minute. The product is C(C1=CC=CC=C1)(=O)OCC1=C(C=CC(=C1)CN(C=1C=C(C(=CC1)C)C1=C(C=C(C=C1)C(CC)=O)C)C(=O)OC(C)(C)C)COC(C1=CC=CC=C1)=O (2-Benzoyloxymethyl-5-{[tert-butoxycarbonyl(6,2′-dimethyl-4′-propionylbiphenyl-3-yl)-amino]methyl}benzyl benzoate). Reaction SMILES: [C:1]([O:5][C:6](=[O:26])[NH:7][C:8]1[CH:9]=[C:10]([C:15]2[CH:20]=[CH:19][C:18]([C:21](=[O:24])[CH2:22][CH3:23])=[CH:17][C:16]=2[CH3:25])[C:11]([CH3:14])=[CH:12][CH:13]=1)([CH3:4])([CH3:3])[CH3:2].[H-].[Na+].[C:29]([O:37][CH2:38][C:39]1[CH:40]=[C:41]([CH:44]=[CH:45][C:46]=1[CH2:47][O:48][C:49](=[O:56])[C:50]1[CH:55]=[CH:54][CH:53]=[CH:52][CH:51]=1)[CH2:42]Br)(=[O:36])[C:30]1[CH:35]=[CH:34][CH:33]=[CH:32][CH:31]=1>CN(C)C=O>[C:29]([O:37][CH2:38][C:39]1[CH:40]=[C:41]([CH2:42][N:7]([C:6]([O:5][C:1]([CH3:3])([CH3:2])[CH3:4])=[O:26])[C:8]2[CH:9]=[C:10]([C:15]3[CH:20]=[CH:19][C:18]([C:21](=[O:24])[CH2:22][CH3:23])=[CH:17][C:16]=3[CH3:25])[C:11]([CH3:14])=[CH:12][CH:13]=2)[CH:44]=[CH:45][C:46]=1[CH2:47][O:48][C:49](=[O:56])[C:50]1[CH:51]=[CH:52][CH:53]=[CH:54][CH:55]=1)(=[O:36])[C:30]1[CH:31]=[CH:32][CH:33]=[CH:34][CH:35]=1 |f:1.2|. Reported procedure: 900 mg (2.5 mmol) of tert-butyl(6,2′-dimethyl-4′-propionylbiphenyl-3-yl)carbamate are dissolved in 30 ml of dimethylformamide. 110 mg (2.8 mmol) of 60% sodium hydride are added and the medium is stirred for 15 minutes. 1.23 g (2.8 mmol) of 3,4-bis(benzoyloxymethyl)benzyl bromide are then added and the medium is stirred for 12 hours at room temperature. After the usual work-up, the residue obtained is purified by chromatography on a column of silica (eluent: 8 heptane/2 ethyl acetate). A colorles... Starting materials: O=C([O-])[O-], CCC(C)(C)O, Cc1nc(Cl)ccc1C(C)(C)O, [K+], [K+], CC(C)(O)c1cc(F)c(-c2nc(C(N)=O)c(N)s2)c(F)c1, O=C(C=Cc1ccccc1)C=Cc1ccccc1, O=C(C=Cc1ccccc1)C=Cc1ccccc1, O=C(C=Cc1ccccc1)C=Cc1ccccc1, [Pd], [Pd]. Product: Cc1nc(Nc2sc(-c3c(F)cc(C(C)(C)O)cc3F)nc2C(N)=O)ccc1C(C)(C)O. As a reaction SMILES: [C:34](=[O:35])([O-:36])[O-:37].[C:40]([OH:41])([CH2:42][CH3:43])([CH3:44])[CH3:45].[Cl:22][c:23]1[cH:24][cH:25][c:26]([C:30]([CH3:31])([CH3:32])[OH:33])[c:27]([CH3:29])[n:28]1.[K+:38].[K+:39].[NH2:1][c:2]1[c:3]([C:19](=[O:20])[NH2:21])[n:4][c:5](-[c:7]2[c:8]([F:18])[cH:9][c:10]([C:14]([CH3:15])([CH3:16])[OH:17])[cH:11][c:12]2[F:13])[s:6]1.[O:48]=[C:49]([CH:50]=[CH:51][c:52]1[cH:53][cH:54][cH:55][cH:56][cH:57]1)[CH:58]=[CH:59][c:60]1[cH:61][cH:62][cH:63][cH:64][cH:65]1.[O:66]=[C:67]([CH:68]=[CH:69][c:70]1[cH:71][cH:72][cH:73][cH:74][cH:75]1)[CH:76]=[CH:77][c:78]1[cH:79][cH:80][cH:81][cH:82][cH:83]1.[O:84]=[C:85]([CH:86]=[CH:87][c:88]1[cH:89][cH:90][cH:91][cH:92][cH:93]1)[CH:94]=[CH:95][c:96]1[cH:97][cH:98][cH:99][cH:100][cH:101]1.[Pd:46].[Pd:47]>>[NH:1]([c:2]1[c:3]([C:19](=[O:20])[NH2:21])[n:4][c:5](-[c:7]2[c:8]([F:18])[cH:9][c:10]([C:14]([CH3:15])([CH3:16])[OH:17])[cH:11][c:12]2[F:13])[s:6]1)[c:23]1[cH:24][cH:25][c:26]([C:30]([CH3:31])([CH3:32])[OH:33])[c:27]([CH3:29])[n:28]1. Reactants: C(=O)(OC(C)(C)C)N[C@H]([C@H](C[C@H](C(=O)O)CC1=CC=C(C=C1)C(F)(F)F)O)CC1=CC=C(C=C1)F (5(S)-(Boc-amino)-4(S)-hydroxy-6-(p-fluorophenyl)-2(R)-(p-trifluoromethylphenylmethyl)-hexanoic acid), C(C)(C)(C)[Si](Cl)(C)C (tert-butyldimethylchlorosilane), N1C=NC=C1 (imidazole), silyl ester, C([O-])([O-])=O.[K+].[K+] (potassium carbonate). The solvent is CN(C)C=O (DMF), CCCCCC.C(C)(=O)OCC (hexane ethyl acetate), CO.C1CCOC1.O (methanol THF water). Yields the product C(=O)(OC(C)(C)C)N[C@H]([C@H](C[C@H](C(=O)O)CC1=CC=C(C=C1)C(F)(F)F)O[Si](C)(C)C(C)(C)C)CC1=CC=C(C=C1)F (5(S)-(Boc-amino)-4(S)-(tert-butyldimethylsilyloxy)-6-(p-fluorophenyl)-2(R)-(p-trifluoromethylphenylmethyl)-hexanoic acid). As a reaction SMILES: [C:1]([NH:8][C@@H:9]([CH2:28][C:29]1[CH:34]=[CH:33][C:32]([F:35])=[CH:31][CH:30]=1)[C@@H:10]([OH:27])[CH2:11][C@@H:12]([CH2:16][C:17]1[CH:22]=[CH:21][C:20]([C:23]([F:26])([F:25])[F:24])=[CH:19][CH:18]=1)[C:13]([OH:15])=[O:14])([O:3][C:4]([CH3:7])([CH3:6])[CH3:5])=[O:2].[C:36]([Si:40]([CH3:43])([CH3:42])Cl)([CH3:39])([CH3:38])[CH3:37].N1C=CN=C1.C(=O)([O-])[O-].[K+].[K+]>CN(C=O)C.CO.C1COCC1.O.CCCCCC.C(OCC)(=O)C>[C:1]([NH:8][C@@H:9]([CH2:28][C:29]1[CH:30]=[CH:31][C:32]([F:35])=[CH:33][CH:34]=1)[C@@H:10]([O:27][Si:40]([C:36]([CH3:39])([CH3:38])[CH3:37])([CH3:43])[CH3:42])[CH2:11][C@@H:12]([CH2:16][C:17]1[CH:22]=[CH:21][C:20]([C:23]([F:25])([F:26])[F:24])=[CH:19][CH:18]=1)[C:13]([OH:15])=[O:14])([O:3][C:4]([CH3:6])([CH3:7])[CH3:5])=[O:2] |f:3.4.5,7.8.9,10.11|. Procedure details: Analogously to Example 1 j), 1.06 g of 5(S)-(Boc-amino)-4(S)-hydroxy-6-(p-fluorophenyl)-2(R)-(p-trifluoromethylphenylmethyl)-hexanoic acid in 2.3 ml of DMF are silylated with 1.47 g of tert-butyldimethylchlorosilane and 1.18 g of imidazole. Hydrolysis of the silyl ester function with 1.76 g of potassium carbonate in 50 ml of methanol/THF/water 3:1:1 yields, after column chromatography (SiO2, hexane/ethyl acetate 2: 1), the title compound: TLC Rf (D)=0.15; 1H-NMR (200 MHz, CD3OD): 7.59 and 7.39 (...